Dataset: the Open Reaction Database (ORD), a public repository of structured organic reaction records. Task: describe an organic reaction: reactants, conditions, products, and yield Starting materials: C(C)(=O)N1C(CC2=CC=C(C=C12)C(F)(F)F)=O (1-acetyl-6-trifluoromethyl-2-indolinone), C(C1=CC=CC=C1)(=O)O (benzoic acid). Yields the product C(C)(=O)N1C(C(C2=CC=C(C=C12)C(F)(F)F)=C(C1=CC=CC=C1)O)=O (1-acetyl-3-(1-hydroxy-1-phenyl-methylidene)-6-trifluoromethyl-2-indolinone). Reaction SMILES: [C:1]([N:4]1[C:12]2[C:7](=[CH:8][CH:9]=[C:10]([C:13]([F:16])([F:15])[F:14])[CH:11]=2)[CH2:6][C:5]1=[O:17])(=[O:3])[CH3:2].[C:18](O)(=[O:25])[C:19]1[CH:24]=[CH:23][CH:22]=[CH:21][CH:20]=1>>[C:1]([N:4]1[C:12]2[C:7](=[CH:8][CH:9]=[C:10]([C:13]([F:15])([F:14])[F:16])[CH:11]=2)[C:6](=[C:18]([OH:25])[C:19]2[CH:24]=[CH:23][CH:22]=[CH:21][CH:20]=2)[C:5]1=[O:17])(=[O:3])[CH3:2]. Procedure details: Prepared from 1-acetyl-6-trifluoromethyl-2-indolinone and benzoic acid Reactants: FC(CNC(=O)C1(C2=CC=CC=C2OC=2C=CC=CC12)CCCCBr)(F)F (9-(4-bromo-butyl)-9H-xanthene-9-carboxylic acid-(2,2,2-trifluoro-ethyl)-amide), C[C@H]1CN(CCN1)C1=NC2=CC=CC=C2C=C1 (2-[(S)-3-methyl-piperazin-1-yl]-quinoline). The product is FC(CNC(=O)C1(C2=CC=CC=C2OC=2C=CC=CC12)CCCCN1[C@H](CN(CC1)C1=NC2=CC=CC=C2C=C1)C)(F)F (9-{4-[(S)-2-methyl-4-quinolin-2-yl-piperazin-1-yl]-butyl}-9H-xanthene-9-carboxylic acid-(2,2,2-trifluoro-ethyl)-amide). RXN SMILES: [F:1][C:2]([F:27])([F:26])[CH2:3][NH:4][C:5]([C:7]1([CH2:21][CH2:22][CH2:23][CH2:24]Br)[C:20]2[CH:19]=[CH:18][CH:17]=[CH:16][C:15]=2[O:14][C:13]2[C:8]1=[CH:9][CH:10]=[CH:11][CH:12]=2)=[O:6].[CH3:28][C@@H:29]1[NH:34][CH2:33][CH2:32][N:31]([C:35]2[CH:44]=[CH:43][C:42]3[C:37](=[CH:38][CH:39]=[CH:40][CH:41]=3)[N:36]=2)[CH2:30]1>>[F:1][C:2]([F:27])([F:26])[CH2:3][NH:4][C:5]([C:7]1([CH2:21][CH2:22][CH2:23][CH2:24][N:34]2[CH2:33][CH2:32][N:31]([C:35]3[CH:44]=[CH:43][C:42]4[C:37](=[CH:38][CH:39]=[CH:40][CH:41]=4)[N:36]=3)[CH2:30][C@@H:29]2[CH3:28])[C:20]2[CH:19]=[CH:18][CH:17]=[CH:16][C:15]=2[O:14][C:13]2[C:8]1=[CH:9][CH:10]=[CH:11][CH:12]=2)=[O:6]. Procedure: Prepared analogously to Example 1 from 9-(4-bromo-butyl)-9H-xanthene-9-carboxylic acid-(2,2,2-trifluoro-ethyl)-amide and 2-[(S)-3-methyl-piperazin-1-yl]-quinoline Starting materials: Cl (hydrochloric acid), C(CCC)[Li] (n-butyl lithium), ClC1=CC=C(C=C1)S(=O)(=O)CC1=C(C=CC(=C1)F)F (2-[(4-Chlorophenyl)sulfonylmethyl]-1,4-difluorobenzene), C(CCC)(=O)Cl (butyryl chloride). Run in O1CCCC1 (tetrahydrofuran), CCCCCC (hexane). Conditions: time 1.5 hour. Product: ClC1=CC=C(C=C1)S(=O)(=O)C(C(CCC)=O)C1=C(C=CC(=C1)F)F (1-[(4-Chlorophenyl)sulfonyl]-1-(2,5-difluorophenyl)-2-pentanone). Reaction SMILES: C([Li])CCC.[Cl:6][C:7]1[CH:12]=[CH:11][C:10]([S:13]([CH2:16][C:17]2[CH:22]=[C:21]([F:23])[CH:20]=[CH:19][C:18]=2[F:24])(=[O:15])=[O:14])=[CH:9][CH:8]=1.[C:25](Cl)(=[O:29])[CH2:26][CH2:27][CH3:28].Cl>O1CCCC1.CCCCCC>[Cl:6][C:7]1[CH:12]=[CH:11][C:10]([S:13]([CH:16]([C:17]2[CH:22]=[C:21]([F:23])[CH:20]=[CH:19][C:18]=2[F:24])[C:25](=[O:29])[CH2:26][CH2:27][CH3:28])(=[O:15])=[O:14])=[CH:9][CH:8]=1. Reported procedure: In an argon gas stream and at −78° C., n-butyl lithium (a 1.57M hexane solution, 1.27 ml, 2.00 mmol) was added to a tetrahydrofuran (10 ml) solution of the 2-[(4-chlorophenyl)sulfonylmethyl]-1,4-difluorobenzene (606 mg, 2.00 mmol) obtained in Example 5. The temperature of the resulting mixture was then raised to room temperature. After cooling to −78° C., butyryl chloride (0.218 ml, 2.10 mmol) was added dropwise to the reaction mixture. The reaction mixture was stirred at −78° C. for 1.5 hours, ... The reactants are CCOC(=O)C(C(=O)OCC)=C(S)Nc1ccccc1, CI, [Na], CN(C)C=O, O. Product: CCOC(=O)C(C(=O)OCC)=C(Nc1ccccc1)SC. Reaction SMILES: [CH2:3]([CH3:4])[O:5][C:6]([C:7]([C:8](=[O:9])[O:10][CH2:11][CH3:12])=[C:13]([NH:14][c:15]1[cH:16][cH:17][cH:18][cH:19][cH:20]1)[SH:21])=[O:22].[CH3:1][I:2].[Na:23].[O:25]=[CH:26][N:27]([CH3:28])[CH3:29].[OH2:24]>>[CH3:1][S:21][C:13](=[C:7]([C:6]([O:5][CH2:3][CH3:4])=[O:22])[C:8](=[O:9])[O:10][CH2:11][CH3:12])[NH:14][c:15]1[cH:16][cH:17][cH:18][cH:19][cH:20]1. Starting materials: CC(C)(CC(=O)NC1CCc2ccccc2N(Cc2ccc(-c3ccccc3N=C=O)cc2)C1=O)NC(=O)OC(C)(C)C, NCCO. Product: CC(C)(CC(=O)NC1CCc2ccccc2N(Cc2ccc(-c3ccccc3NC(=O)NCCO)cc2)C1=O)NC(=O)OC(C)(C)C. RXN SMILES: [N:1](=[C:2]=[O:3])[c:4]1[c:5](-[c:10]2[cH:11][cH:12][c:13]([CH2:16][N:17]3[C:18](=[O:43])[CH:19]([NH:28][C:29]([CH2:30][C:31]([CH3:32])([CH3:33])[NH:34][C:35](=[O:36])[O:37][C:38]([CH3:39])([CH3:40])[CH3:41])=[O:42])[CH2:20][CH2:21][c:22]4[c:23]3[cH:24][cH:25][cH:26][cH:27]4)[cH:14][cH:15]2)[cH:6][cH:7][cH:8][cH:9]1.[NH2:44][CH2:45][CH2:46][OH:47]>>[NH:1]([C:2](=[O:3])[NH:44][CH2:45][CH2:46][OH:47])[c:4]1[c:5](-[c:10]2[cH:11][cH:12][c:13]([CH2:16][N:17]3[C:18](=[O:43])[CH:19]([NH:28][C:29]([CH2:30][C:31]([CH3:32])([CH3:33])[NH:34][C:35](=[O:36])[O:37][C:38]([CH3:39])([CH3:40])[CH3:41])=[O:42])[CH2:20][CH2:21][c:22]4[c:23]3[cH:24][cH:25][cH:26][cH:27]4)[cH:14][cH:15]2)[cH:6][cH:7][cH:8][cH:9]1.